From a dataset of the Open Reaction Database (ORD), a public repository of structured organic reaction records. describe an organic reaction: reactants, conditions, products, and yield The reactants are CC(C)(C)OC(=O)NC1CCN(CCOS(C)(=O)=O)CC1, CO, ClCCl, CC(C)(C)OC(=O)NC1CCN(CCn2c(=O)cnc3ccc(F)cc32)CC1, [H-], [Na+], O=c1ccc2ccccc2[nH]1. Yields the product CC(C)(C)OC(=O)NC1CCN(CCn2c(=O)ccc3ccccc32)CC1. RXN SMILES: [CH3:14][S:15]([O:16][CH2:19][CH2:20][N:21]1[CH2:22][CH2:23][CH:24]([NH:27][C:28](=[O:29])[O:30][C:31]([CH3:32])([CH3:33])[CH3:34])[CH2:25][CH2:26]1)(=[O:17])=[O:18].[CH3:66][OH:67].[Cl:63][CH2:64][Cl:65].[F:35][c:36]1[cH:37][c:38]2[c:39]([n:40][cH:41][c:42](=[O:43])[n:44]2[CH2:45][CH2:46][N:47]2[CH2:48][CH2:49][CH:50]([NH:51][C:52](=[O:53])[O:54][C:55]([CH3:56])([CH3:57])[CH3:58])[CH2:59][CH2:60]2)[cH:61][cH:62]1.[H-:12].[Na+:13].[O:1]=[c:2]1[cH:3][cH:4][c:5]2[cH:6][cH:7][cH:8][cH:9][c:10]2[nH:11]1>>[O:1]=[c:2]1[cH:3][cH:4][c:5]2[cH:6][cH:7][cH:8][cH:9][c:10]2[n:11]1[CH2:19][CH2:20][N:21]1[CH2:22][CH2:23][CH:24]([NH:27][C:28](=[O:29])[O:30][C:31]([CH3:32])([CH3:33])[CH3:34])[CH2:25][CH2:26]1. Starting materials: C(C)OC(C(C(=O)OCC)C1C=CCCC1)=O (2-(2-cyclohexenyl)malonic acid diethyl ester), [OH-].[K+] (potassium hydroxide). The solvent is O.CO (water methanol). The product is C1(C=CCCC1)CC(=O)O ((2-Cyclohexenyl)acetic Acid). Reaction SMILES: C([O:3][C:4](=[O:17])[CH:5]([CH:11]1[CH2:16][CH2:15][CH2:14][CH:13]=[CH:12]1)C(OCC)=O)C.[OH-].[K+]>O.CO>[CH:11]1([CH2:5][C:4]([OH:17])=[O:3])[CH2:16][CH2:15][CH2:14][CH:13]=[CH:12]1 |f:1.2,3.4|. Procedure details: 100 g of 2-(2-cyclohexenyl)malonic acid diethyl ester and 52 g of potassium hydroxide in 100 ml of water/methanol=1/4 was refluxed overnight. Then the alcohol was withdrawn on a forced circulation evaporator, the residue was diluted with about 200 ml of water and then combined under ice cooling with about 70 ml of concentrated hydrochloric acid to pH 1. The mixture was repeatedly extracted with ether, the combined organic phases were washed with saturated sodium chloride solution and evaporated ... Reactants: [N+](=O)([O-])C1=CC=CC=2OCOC21 (4-nitrobenzo[d][1,3]dioxole). The reagents and catalysts are [Ni] (Ni). Solvent: C(C)O (ethanol). Run at time 4 hour. Product: O1COC2=C1C=CC=C2N (benzo[d][1,3]dioxol-4-amine). The yield is 63.2%. RXN SMILES: [N+:1]([C:4]1[C:12]2[O:11][CH2:10][O:9][C:8]=2[CH:7]=[CH:6][CH:5]=1)([O-])=O>C(O)C.[Ni]>[O:9]1[C:8]2[CH:7]=[CH:6][CH:5]=[C:4]([NH2:1])[C:12]=2[O:11][CH2:10]1. Procedure: To a solution of 4-nitrobenzo[d][1,3]dioxole (2.0 g, 12 mmol) in ethanol (80 mL) was added Raney Ni (ca. 0.5 g). The mixture was stirred under an atmosphere of hydrogen for 4 hours. The catalyst was removed by filtration and the filtrate was concentrated. The residue was purified by silica gel chromatography (dichloromethane) to afford the product benzo[d][1,3]dioxol-4-amine (1.04 g, yield 63%). 1H NMR (400 MHz, CDCl3) δ ppm 6.64-6.68 (t, 1H, J=8.0 Hz), 6.29-6.35 (dt, 2H, J=0.8 Hz, 6.4 Hz), 5.90...